Dataset: the Open Reaction Database (ORD), a public repository of structured organic reaction records. Task: describe an organic reaction: reactants, conditions, products, and yield Starting materials: O=c1c(Cc2cccnc2)cn2c3cc(Br)ccc3c3cc(O)cc1c32, OCCCBr, O=C([O-])[O-], CS(C)=O, [K+], [K+], O. The product is O=c1c(Cc2cccnc2)cn2c3cc(Br)ccc3c3cc(OCCCO)cc1c32. Reaction SMILES: [Br:1][c:2]1[cH:3][c:4]2[n:5]3[c:6]4[c:7]([cH:8][c:9]([OH:15])[cH:10][c:11]4[c:12]2[cH:13][cH:14]1)[c:16](=[O:26])[c:17]([CH2:19][c:20]1[cH:21][n:22][cH:23][cH:24][cH:25]1)[cH:18]3.[Br:33][CH2:34][CH2:35][CH2:36][OH:37].[C:27](=[O:28])([O-:29])[O-:30].[CH3:39][S:40](=[O:41])[CH3:42].[K+:31].[K+:32].[OH2:38]>>[Br:1][c:2]1[cH:3][c:4]2[n:5]3[c:6]4[c:7]([cH:8][c:9]([O:15][CH2:34][CH2:35][CH2:36][OH:37])[cH:10][c:11]4[c:12]2[cH:13][cH:14]1)[c:16](=[O:26])[c:17]([CH2:19][c:20]1[cH:21][n:22][cH:23][cH:24][cH:25]1)[cH:18]3. The reactants are CC(C)(C)OC(=O)N1CCN(c2ccc(-c3cnc4[nH]cc(C(=O)C5(C)CCCCC5)c4n3)cc2)CC1, ClCCl, O=C(O)C(F)(F)F. Product: CC1(C(=O)c2c[nH]c3ncc(-c4ccc(N5CCNCC5)cc4)nc23)CCCCC1. Reaction SMILES: [C:1]([O:2][C:3](=[O:4])[N:8]1[CH2:9][CH2:10][N:11]([c:14]2[cH:15][cH:16][c:17](-[c:20]3[n:21][c:22]4[c:23]([n:24][cH:25]3)[nH:26][cH:27][c:28]4[C:29](=[O:30])[C:31]3([CH3:37])[CH2:32][CH2:33][CH2:34][CH2:35][CH2:36]3)[cH:18][cH:19]2)[CH2:12][CH2:13]1)([CH3:5])([CH3:6])[CH3:7].[Cl:45][CH2:46][Cl:47].[F:38][C:39]([F:40])([F:41])[C:42]([OH:43])=[O:44]>>[NH:8]1[CH2:9][CH2:10][N:11]([c:14]2[cH:15][cH:16][c:17](-[c:20]3[n:21][c:22]4[c:23]([n:24][cH:25]3)[nH:26][cH:27][c:28]4[C:29](=[O:30])[C:31]3([CH3:37])[CH2:32][CH2:33][CH2:34][CH2:35][CH2:36]3)[cH:18][cH:19]2)[CH2:12][CH2:13]1.